The task is: describe an organic reaction: reactants, conditions, products, and yield. This data is from the Open Reaction Database (ORD), a public repository of structured organic reaction records. Reactants: CCOCC, N#CC(Cl)(Cl)Cl, OC1CCCC=C1Cl, [H-], [Na+]. The product is N=C(OC1CCCC=C1Cl)C(Cl)(Cl)Cl. RXN SMILES: [CH3:17][CH2:18][O:19][CH2:20][CH3:21].[Cl:11][C:12]([C:13]#[N:14])([Cl:15])[Cl:16].[Cl:3][C:4]1=[CH:9][CH2:8][CH2:7][CH2:6][CH:5]1[OH:10].[H-:1].[Na+:2]>>[Cl:3][C:4]1=[CH:9][CH2:8][CH2:7][CH2:6][CH:5]1[O:10][C:13]([C:12]([Cl:11])([Cl:15])[Cl:16])=[NH:14].